describe an organic reaction: reactants, conditions, products, and yield From a dataset of the Open Reaction Database (ORD), a public repository of structured organic reaction records. Reactants: FC=1C=C(CNC=2C3=CC=CC=C3N=C3CCCC(C23)=O)C=CC1 (3,4-dihydro-9-(3-fluorobenzylamino)acridin-1(2H)-one), [H-].[Al+3].[Li+].[H-].[H-].[H-] (lithium aluminum hydride), [Cl-].[NH4+] (ammonium chloride). The solvent is C1CCOC1 (THF), C1CCOC1 (THF). Reaction conditions: time 0.5 hour. Yields the product FC=1C=C(CNC=2C3=CC=CC=C3N=C3CCCC(C23)O)C=CC1 (9-(3-Fluorobenzylamino)-1,2,3,4-tetrahydroacridin-1-ol). The yield is 82.8%. RXN SMILES: [F:1][C:2]1[CH:3]=[C:4]([CH:22]=[CH:23][CH:24]=1)[CH2:5][NH:6][C:7]1[C:8]2[C:13]([N:14]=[C:15]3[C:20]=1[C:19](=[O:21])[CH2:18][CH2:17][CH2:16]3)=[CH:12][CH:11]=[CH:10][CH:9]=2.[H-].[Al+3].[Li+].[H-].[H-].[H-].[Cl-].[NH4+]>C1COCC1>[F:1][C:2]1[CH:3]=[C:4]([CH:22]=[CH:23][CH:24]=1)[CH2:5][NH:6][C:7]1[C:8]2[C:13]([N:14]=[C:15]3[C:20]=1[CH:19]([OH:21])[CH2:18][CH2:17][CH2:16]3)=[CH:12][CH:11]=[CH:10][CH:9]=2 |f:1.2.3.4.5.6,7.8|. Procedure: In 100 ml of THF was dissolved 3.00 g of 3,4-dihydro-9-(3-fluorobenzylamino)acridin-1(2H)-one. The mechanically stirred solution was cooled in ice under nitrogen and 4.68 ml of 1M lithium aluminum hydride in THF was added dropwise over 15 minutes. After 0.5 hour, analysis by TLC indicated the reaction was complete, so it was neutralized with 1 ml of saturated ammonium chloride solution and the resulting salts were filtered. The filtrate was evaporated to an oil which crystallized on trituration ... Reactants: C(CCCCCCCCCCCCCCC)(=O)Cl (palmitic acid chloride), O[C@@H](CN(NC([C@@H](NC(=O)OC)C(C)C)=O)CC1CCCCC1)[C@H](CC1=CC=CC=C1)NC([C@@H](NC(=O)OC)C(C)C)=O (1-[2(S)-hydroxy-3(S)-(N-(methoxy-carbonyl)-(L)-valyl)amino-4-phenyl-butyl]-1-[cyclohexylmethyl]-2-[N-methoxycarbonyl-(L)-valyl]-hydrazine), C(CCCCCCCCCCCCCCC)(=O)Cl (palmitic acid chloride). The reagents and catalysts are CN(C)C=1C=CN=CC1 (DMAP), CN(C)C=1C=CN=CC1 (DMAP). Run in O1CCOCC1 (dioxane), N1=CC=CC=C1 (pyridine). The product is C(CCCCCCCCCCCCCCC)(=O)O[C@@H](CN(NC([C@@H](NC(=O)OC)C(C)C)=O)CC1CCCCC1)[C@H](CC1=CC=CC=C1)NC([C@@H](NC(=O)OC)C(C)C)=O (1-[2(S)-Palmitoyloxy-3(S)-(N-(methoxycarbonyl)-(L)-valyl)amino-4-phenyl-butyl]-1-[cyclohexylmethyl]-2-[N-methoxycarbonyl-(L)-valyl]-hydrazine). RXN SMILES: [OH:1][C@H:2]([C@@H:24]([NH:32][C:33](=[O:43])[C@H:34]([CH:40]([CH3:42])[CH3:41])[NH:35][C:36]([O:38][CH3:39])=[O:37])[CH2:25][C:26]1[CH:31]=[CH:30][CH:29]=[CH:28][CH:27]=1)[CH2:3][N:4]([CH2:17][CH:18]1[CH2:23][CH2:22][CH2:21][CH2:20][CH2:19]1)[NH:5][C:6](=[O:16])[C@H:7]([CH:13]([CH3:15])[CH3:14])[NH:8][C:9]([O:11][CH3:12])=[O:10].[C:44](Cl)(=[O:60])[CH2:45][CH2:46][CH2:47][CH2:48][CH2:49][CH2:50][CH2:51][CH2:52][CH2:53][CH2:54][CH2:55][CH2:56][CH2:57][CH2:58][CH3:59]>O1CCOCC1.N1C=CC=CC=1.CN(C1C=CN=CC=1)C>[C:44]([O:1][C@H:2]([C@@H:24]([NH:32][C:33](=[O:43])[C@H:34]([CH:40]([CH3:42])[CH3:41])[NH:35][C:36]([O:38][CH3:39])=[O:37])[CH2:25][C:26]1[CH:27]=[CH:28][CH:29]=[CH:30][CH:31]=1)[CH2:3][N:4]([CH2:17][CH:18]1[CH2:23][CH2:22][CH2:21][CH2:20][CH2:19]1)[NH:5][C:6](=[O:16])[C@H:7]([CH:13]([CH3:14])[CH3:15])[NH:8][C:9]([O:11][CH3:12])=[O:10])(=[O:60])[CH2:45][CH2:46][CH2:47][CH2:48][CH2:49][CH2:50][CH2:51][CH2:52][CH2:53][CH2:54][CH2:55][CH2:56][CH2:57][CH2:58][CH3:59]. Procedure details: Analogously to Example 105, 200 mg (0.33 mmol) of 1-[2(S)-hydroxy-3(S)-(N-(methoxy-carbonyl)-(L)-valyl)amino-4-phenyl-butyl]-1-[cyclohexylmethyl]-2-[N-methoxycarbonyl-(L)-valyl]-hydrazine (Example 73a) in 2.6 ml of dioxane and 0.4 ml of pyridine are reacted with 0.15 ml (0.495 mmol) of palmitic acid chloride and 2 mg (0.017 mmol) of DMAP. To complete the reaction a further 0.3 ml of palmitic acid chloride and a small amount of DMAP are added and the mixture is stirred. Extraction and column chro... The reactants are ClC1=NC=C(C(=N1)Cl)[N+](=O)[O-] (2,4-Dichloro-5-nitro-pyrimidine), NC1=C(C=CC=C1)S(=O)(=O)NC (2-amino-N-methyl-benzenesulfonamide). Solvent: C(Cl)(Cl)Cl (CHCl3). Reaction conditions: temperature 61 celsius. Product: ClC1=NC=C(C(=N1)NC1=C(C=CC=C1)S(=O)(=O)NC)[N+](=O)[O-] (2-(2-chloro-5-nitro-pyrimidin-4-ylamino)-N-methyl-benzenesulfonamide). As a reaction SMILES: [Cl:1][C:2]1[N:7]=[C:6](Cl)[C:5]([N+:9]([O-:11])=[O:10])=[CH:4][N:3]=1.[NH2:12][C:13]1[CH:18]=[CH:17][CH:16]=[CH:15][C:14]=1[S:19]([NH:22][CH3:23])(=[O:21])=[O:20]>C(Cl)(Cl)Cl>[Cl:1][C:2]1[N:7]=[C:6]([NH:12][C:13]2[CH:18]=[CH:17][CH:16]=[CH:15][C:14]=2[S:19]([NH:22][CH3:23])(=[O:21])=[O:20])[C:5]([N+:9]([O-:11])=[O:10])=[CH:4][N:3]=1. Procedure: 2,4-Dichloro-5-nitro-pyrimidine (1.94 g, 10 mmol) and 2-amino-N-methyl-benzenesulfonamide (1.86 g, 10 mmol) are dissolved in CHCl3 (30 mL). The reaction mixture is heated at 61° C. for 2 h. The solvent is evaporated and the residue is washed with ether to give the title product. The reactants are [N+](=O)([O-])C=1C=C(C=CC1C)O (3-nitro-4-methylphenol), [H][H] (hydrogen). The reagents and catalysts are [Ni] (Raney nickel). The solvent is O1CCCC1 (tetrahydrofuran). Conditions: time 3.5 hour. The product is NC=1C=C(C=CC1C)O (3-amino-4-methylphenol). As a reaction SMILES: [N+:1]([C:4]1[CH:5]=[C:6]([OH:11])[CH:7]=[CH:8][C:9]=1[CH3:10])([O-])=O.[H][H]>[Ni].O1CCCC1>[NH2:1][C:4]1[CH:5]=[C:6]([OH:11])[CH:7]=[CH:8][C:9]=1[CH3:10]. Procedure details: 70 g of 3-nitro-4-methylphenol, prepared according to German Offenalegungschrift No. 2,213,568, 200 ml of tetrahydrofuran and 2 g of activated Raney nickel catalyst were placed in a Parr bomb. The mixture was shaken for 3.5 hours under 60 p.s.i. hydrogen pressure. The mixture then was filtered and the solvent was evaporated from the filtrate. The residue was recrystallized from ether to give 3-amino-4-methylphenol (3A), as a grey solid, mp: 145°-148° C. Starting materials: CC(CCC(C)=O)=O (2,5-hexanedione), O.C1(=CC=C(C=C1)S(=O)(=O)O)C (p-toluenesulfonic acid monohydrate), S(N)(=O)(=O)C=1C=C(C(=O)O)C=C(C1)C(F)(F)F (3-sulfamoyl-5-(trifluoromethyl)benzoic acid), CC(CCC(C)=O)=O (2,5-hexanedione), O.C1(=CC=C(C=C1)S(=O)(=O)O)C (p-toluenesulfonic acid monohydrate). Solvent: C1(=CC=CC=C1)C (toluene). Product: CC=1N(C(=CC1)C)S(=O)(=O)C=1C=C(C(=O)O)C=C(C1)C(F)(F)F (3-[(2,5-dimethylpyrrol-1-yl)-sulfonyl]-5-(trifluoromethyl)benzoic acid). Reaction SMILES: [S:1]([C:5]1[CH:6]=[C:7]([CH:11]=[C:12]([C:14]([F:17])([F:16])[F:15])[CH:13]=1)[C:8]([OH:10])=[O:9])(=[O:4])(=[O:3])[NH2:2].[CH3:18][C:19](=O)[CH2:20][CH2:21][C:22](=O)[CH3:23].O.C1(C)C=CC(S(O)(=O)=O)=CC=1>C1(C)C=CC=CC=1>[CH3:23][C:22]1[N:2]([S:1]([C:5]2[CH:6]=[C:7]([CH:11]=[C:12]([C:14]([F:16])([F:15])[F:17])[CH:13]=2)[C:8]([OH:10])=[O:9])(=[O:3])=[O:4])[C:19]([CH3:18])=[CH:20][CH:21]=1 |f:2.3|. Reported procedure: To a solution of 3-sulfamoyl-5-(trifluoromethyl)benzoic acid (200 mg) and 2,5-hexanedione (0.26 ml) in toluene (1 ml) was added p-toluenesulfonic acid monohydrate (28 mg), and the mixture was stirred under reflux with Dean-Stark Trap for 24 hours. Then 2,5-hexanedione (0.26 ml) and p-toluenesulfonic acid monohydrate (30 mg) was added to the mixture, and the mixture was stirred under the same condition for 24 hours. The mixture was evaporated and purified with column chromatography (silica gel, 5...